From a dataset of the Open Reaction Database (ORD), a public repository of structured organic reaction records. describe an organic reaction: reactants, conditions, products, and yield The reactants are CNC1=CC=CC=C1 (N-Methylaniline), C(C1=CC=CC=C1)OC1=C(C(=O)O)C=C(C=C1)C=O (2-benzyloxy-5-formylbenzoic acid), ON1N=NC2=C1N=CC=C2 (1-hydroxy-7-azabenzotriazole), CN1CCOCC1 (N-methylmorpholine), Cl.CN(CCCN=C=NCC)C (1-(3-dimethylaminopropyl)-3-ethylcarbodiimide hydrochloride). Solvent: CN(C=O)C (N,N-dimethylformamide), C(C)(=O)OCC (ethyl acetate). Conditions: time 8 hour. The product is C1(=CC=CC=C1)N(C(C1=C(C=CC(=C1)C=O)OCC1=CC=CC=C1)=O)C (N-phenyl-N-methyl-2-benzyloxy-5-formylbenzamide). Isolated yield 93.1%. Reaction SMILES: [CH3:1][NH:2][C:3]1[CH:8]=[CH:7][CH:6]=[CH:5][CH:4]=1.[CH2:9]([O:16][C:17]1[CH:25]=[CH:24][C:23]([CH:26]=[O:27])=[CH:22][C:18]=1[C:19]([OH:21])=O)[C:10]1[CH:15]=[CH:14][CH:13]=[CH:12][CH:11]=1.ON1C2N=CC=CC=2N=N1.CN1CCOCC1.Cl.CN(C)CCCN=C=NCC>CN(C)C=O.C(OCC)(=O)C>[C:3]1([N:2]([CH3:1])[C:19](=[O:21])[C:18]2[CH:22]=[C:23]([CH:26]=[O:27])[CH:24]=[CH:25][C:17]=2[O:16][CH2:9][C:10]2[CH:11]=[CH:12][CH:13]=[CH:14][CH:15]=2)[CH:8]=[CH:7][CH:6]=[CH:5][CH:4]=1 |f:4.5|. Reported procedure: N-Methylaniline (0.18 mL, 1.68 mmol, 2 eq) was added to a solution of 2-benzyloxy-5-formylbenzoic acid (200 mg, 0.84 mmol, 1 eq), 1-hydroxy-7-azabenzotriazole (230 mg, 1.68 mmol, 2 eq), and N-methylmorpholine (0.25 mL, 2.29 mmol, 2.73 eq) in N,N-dimethylformamide (4 mL). To this was added 1-(3-dimethylaminopropyl)-3-ethylcarbodiimide hydrochloride (320 mg, 1.68 mmol, 2 eq) and the reaction mixture stirred overnight. The reaction mixture was diluted with ethyl acetate (20 mL) and washed sequentia... The reactants are [Na] (sodium), FC1=CC=CC(=N1)O (6-fluoro-2-pyridinol), C(C)P(=S)(Cl)Cl (ethylphosphonothioic dichloride). Reagents/catalysts: Cl[Hg]Cl (HgCl2). Run in C(C)#N (acetonitrile). Run at time 5 hour. Product: C(C)P(OC1=NC(=CC=C1)F)(OC1=NC(=CC=C1)F)=S (O,O-bis(6-fluoro-2-pyridinyl) ethylphosphonothioate). Isolated yield 60.0%. As a reaction SMILES: [Na].[F:2][C:3]1[N:8]=[C:7]([OH:9])[CH:6]=[CH:5][CH:4]=1.[CH2:10]([P:12](Cl)(Cl)=[S:13])[CH3:11]>Cl[Hg]Cl.C(#N)C>[CH2:10]([P:12](=[S:13])([O:9][C:7]1[CH:6]=[CH:5][CH:4]=[C:3]([F:2])[N:8]=1)[O:9][C:7]1[CH:6]=[CH:5][CH:4]=[C:3]([F:2])[N:8]=1)[CH3:11] |^1:0|. Reported procedure: Into a 500 milliliter (ml) flask were placed 22 grams (g) (0.15 mole (m)) of the sodium salt of 6-fluoro-2-pyridinol, 1 gram HgCl2 and 200 milliliters of acetonitrile. The mixture was stirred while 9.5 grams (0.075 mole) of ethylphosphonothioic dichloride was added. An exotherm from 24° C. to 38° C. was obtained. The mixture was stirred at 40°-45° C. for five hours and allowed to cool. The insolubles were filtered off and the liquid phase distilled under reduced pressure until all the solvent wa... Reactants: FC=1C=C(C(=O)N)C=C(C1)F (3,5-difluorobenzamide), C(Cl)(Cl)Cl (chloroform), [OH-].[Na+] (sodium hydroxide). The solvent is C(C)(C)(C)OC (methyl tert-butyl ether). Run at time 40 hour. The product is O.FC=1C=C(C(=O)N)C=C(C1)F (3,5-difluorobenzamide mono-hydrate). RXN SMILES: [F:1][C:2]1[CH:3]=[C:4]([CH:8]=[C:9]([F:11])[CH:10]=1)[C:5]([NH2:7])=[O:6].C(Cl)(Cl)Cl.[OH-].[Na+]>C(OC)(C)(C)C>[OH2:6].[F:1][C:2]1[CH:3]=[C:4]([CH:8]=[C:9]([F:11])[CH:10]=1)[C:5]([NH2:7])=[O:6] |f:2.3,5.6|. Reported procedure: To a solution of (2S,3R)-N-2-((3-pyridinyl)methyl)-1-azabicyclo[2.2.2]oct-3-yl)-3,5-difluorobenzamide (993 mg, 2.80 mmol) water (5 mL) was added chloroform (15 mL). The pH of the aqueous layer was adjusted to pH=10-11 with 10 weight % sodium hydroxide. The biphasic mixture was shaken vigorously, and the layers were allowed to separate. The chloroform layer was isolated, and the aqueous layer was extracted once more with chloroform (9 mL). The combined chloroform layers were washed once with wate... Reported procedure: Following General Procedure D and using N-(3,4-dichlorophenyl)glycine (from Example I above) and L-norvaline methyl ester hydrochloride (Sennchem), the title compound was prepared. The reaction was monitored by tlc (Rf=0.32 in 50% ethyl acetate/hexanes) and purification was by silica gel chromatography using ethyl acetate/hexanes as the eluent. RXN SMILES: [Cl:1][C:2]1[CH:3]=[C:4]([NH:9][CH2:10][C:11]([OH:13])=O)[CH:5]=[CH:6][C:7]=1[Cl:8].Cl.[CH3:15][O:16][C:17](=[O:23])[C@H:18]([CH2:20][CH2:21][CH3:22])[NH2:19]>>[CH3:15][O:16][C:17](=[O:23])[C@@H:18]([NH:19][C:11](=[O:13])[CH2:10][NH:9][C:4]1[CH:5]=[CH:6][C:7]([Cl:8])=[C:2]([Cl:1])[CH:3]=1)[CH2:20][CH2:21][CH3:22] |f:1.2|. The product is COC([C@H](CCC)NC(CNC1=CC(=C(C=C1)Cl)Cl)=O)=O (N-[N-(3,4-dichlorophenyl)glycyl]-(S)-2-aminopentanoic acid methyl ester). Starting materials: ClC=1C=C(C=CC1Cl)NCC(=O)O (N-(3,4-dichlorophenyl)glycine), Cl.COC([C@@H](N)CCC)=O (L-norvaline methyl ester hydrochloride). The reactants are CCCCBr, C1CCOC1, CCCC[N+](CCCC)(CCCC)CCCC, [H-], [I-], [Na+], OCC1CCC(c2nc(-c3ccncc3)no2)C1. Yields the product CCCCOCC1CCC(c2nc(-c3ccncc3)no2)C1. As a reaction SMILES: [Br:21][CH2:22][CH2:23][CH2:24][CH3:25].[CH2:26]1[O:27][CH2:28][CH2:29][CH2:30]1.[CH2:32]([N+:33]([CH2:34][CH2:35][CH2:36][CH3:37])([CH2:38][CH2:39][CH2:40][CH3:41])[CH2:42][CH2:43][CH2:44][CH3:45])[CH2:46][CH2:47][CH3:48].[H-:19].[I-:31].[Na+:20].[n:1]1[cH:2][cH:3][c:4](-[c:7]2[n:8][o:9][c:10]([CH:12]3[CH2:13][CH:14]([CH2:17][OH:18])[CH2:15][CH2:16]3)[n:11]2)[cH:5][cH:6]1>>[n:1]1[cH:2][cH:3][c:4](-[c:7]2[n:8][o:9][c:10]([CH:12]3[CH2:13][CH:14]([CH2:17][O:18][CH2:22][CH2:23][CH2:24][CH3:25])[CH2:15][CH2:16]3)[n:11]2)[cH:5][cH:6]1. Reaction SMILES: [CH2:1]1[O:12][C:11]2[CH:10]=[CH:9][C:5]([CH2:6][CH2:7][NH2:8])=[CH:4][C:3]=2[O:2]1.Cl[C:14]1[C:15]2[CH:28]=[C:27]([Cl:29])[S:26][C:16]=2[N:17]=[C:18]([C:20]2[CH:21]=[N:22][CH:23]=[CH:24][CH:25]=2)[N:19]=1>>[N:22]1[CH:23]=[CH:24][CH:25]=[C:20]([C:18]2[N:19]=[C:14]([NH:8][CH2:7][CH2:6][C:5]3[CH:9]=[CH:10][C:11]4[O:12][CH2:1][O:2][C:3]=4[CH:4]=3)[C:15]3[CH:28]=[C:27]([Cl:29])[S:26][C:16]=3[N:17]=2)[CH:21]=1. The product is N1=CC(=CC=C1)C=1N=C(C2=C(N1)SC(=C2)Cl)NCCC2=CC1=C(C=C2)OCO1 (2-(pyridin-3-yl)-4-(3,4-methylenedioxyphenethylamino)-6-chloro-thieno-[2,3-d]-pyrimidine). Procedure details: With the procedure of Example 1, the reaction of 3,4-methylenedioxyphenethylamine with 4-chloro-2-(pyridin-3-yl)-6-chloro-thieno-[2,3-d]-pyrimidine yields 2-(pyridin-3-yl)-4-(3,4-methylenedioxyphenethylamino)-6-chloro-thieno-[2,3-d]-pyrimidine. The reactants are C1OC=2C=C(CCN)C=CC2O1 (3,4-methylenedioxyphenethylamine), ClC=1C2=C(N=C(N1)C=1C=NC=CC1)SC(=C2)Cl (4-chloro-2-(pyridin-3-yl)-6-chloro-thieno-[2,3-d]-pyrimidine). Starting materials: O=C([O-])O, CCO, O=C(C1CC1)N1CCN2CC1Cc1ccc([N+](=O)[O-])cc12, Cl, [Fe], [Na+], O. Yields the product Nc1ccc2c(c1)N1CCN(C(=O)C3CC3)C(C2)C1. As a reaction SMILES: [C:23](=[O:24])([OH:25])[O-:26].[CH3:28][CH2:29][OH:30].[CH:1]1([C:4](=[O:5])[N:6]2[CH2:7][CH2:8][N:9]3[c:10]4[c:11]([cH:15][cH:16][c:17]([N+:19]([O-:20])=[O:21])[cH:18]4)[CH2:12][CH:13]2[CH2:14]3)[CH2:2][CH2:3]1.[ClH:22].[Fe:32].[Na+:27].[OH2:31]>>[CH:1]1([C:4](=[O:5])[N:6]2[CH2:7][CH2:8][N:9]3[c:10]4[c:11]([cH:15][cH:16][c:17]([NH2:19])[cH:18]4)[CH2:12][CH:13]2[CH2:14]3)[CH2:2][CH2:3]1.